From a dataset of the Open Reaction Database (ORD), a public repository of structured organic reaction records. describe an organic reaction: reactants, conditions, products, and yield Reactants: COc1ccccc1C1CCN(C(=O)OC(C)(C)C)CC1, ClCCl, O=C(O)C(F)(F)F. Yields the product COc1ccccc1C1CCNCC1. As a reaction SMILES: [C:1]([O:2][C:3](=[O:4])[N:8]1[CH2:9][CH2:10][CH:11]([c:14]2[c:15]([O:20][CH3:21])[cH:16][cH:17][cH:18][cH:19]2)[CH2:12][CH2:13]1)([CH3:5])([CH3:6])[CH3:7].[CH2:29]([Cl:30])[Cl:31].[OH:22][C:23]([C:24]([F:25])([F:26])[F:27])=[O:28]>>[NH:8]1[CH2:9][CH2:10][CH:11]([c:14]2[c:15]([O:20][CH3:21])[cH:16][cH:17][cH:18][cH:19]2)[CH2:12][CH2:13]1. Reactants: CCC(C)(C)c1ccc(C=C(C)C=O)cc1, C, [Ca+2], [H][H], [OH-], [OH-], [Pd]. Product: CCC(C)(C)c1ccc(CC(C)C=O)cc1. RXN SMILES: [C:1]([CH3:2])([CH3:3])([CH2:4][CH3:5])[c:6]1[cH:7][cH:8][c:9]([CH:12]=[C:13]([CH:14]=[O:15])[CH3:16])[cH:10][cH:11]1.[C:22].[Ca+2:18].[H:20][H:21].[OH-:17].[OH-:19].[Pd:23]>>[C:1]([CH3:2])([CH3:3])([CH2:4][CH3:5])[c:6]1[cH:7][cH:8][c:9]([CH2:12][CH:13]([CH:14]=[O:15])[CH3:16])[cH:10][cH:11]1. Procedure: Methylene bis(16-triphenylmethoxyhexadecanoate) (0.07g, 0.07 mmol) from Example 1b(iii) above was dissolved in glacial acetic acid (8 ml) and heated at 55° C. The reaction was monitored by TLC. After 10 hours the reaction mixture was poured onto ice, and the crude product was filtered, washed with aqueous sodium bicarbonate and water, and dried under reduced pressure. The product was purified by flash chromatography on a silica column with chloroform/methanol (20:1) as eluent to yield the title ... Run at temperature 55 celsius. The solvent is C(C)(=O)O (acetic acid). The product is OCCCCCCCCCCCCCCCC(=O)OCOC(CCCCCCCCCCCCCCCO)=O (Methylene bis(16-hydroxyhexadecanoate)). RXN SMILES: C1(C(C2C=CC=CC=2)(C2C=CC=CC=2)[O:8][CH2:9][CH2:10][CH2:11][CH2:12][CH2:13][CH2:14][CH2:15][CH2:16][CH2:17][CH2:18][CH2:19][CH2:20][CH2:21][CH2:22][CH2:23][C:24]([O:26][CH2:27][O:28][C:29](=[O:65])[CH2:30][CH2:31][CH2:32][CH2:33][CH2:34][CH2:35][CH2:36][CH2:37][CH2:38][CH2:39][CH2:40][CH2:41][CH2:42][CH2:43][CH2:44][O:45]C(C2C=CC=CC=2)(C2C=CC=CC=2)C2C=CC=CC=2)=[O:25])C=CC=CC=1>C(O)(=O)C>[OH:8][CH2:9][CH2:10][CH2:11][CH2:12][CH2:13][CH2:14][CH2:15][CH2:16][CH2:17][CH2:18][CH2:19][CH2:20][CH2:21][CH2:22][CH2:23][C:24]([O:26][CH2:27][O:28][C:29](=[O:65])[CH2:30][CH2:31][CH2:32][CH2:33][CH2:34][CH2:35][CH2:36][CH2:37][CH2:38][CH2:39][CH2:40][CH2:41][CH2:42][CH2:43][CH2:44][OH:45])=[O:25]. Starting materials: C1(=CC=CC=C1)C(OCCCCCCCCCCCCCCCC(=O)OCOC(CCCCCCCCCCCCCCCOC(C1=CC=CC=C1)(C1=CC=CC=C1)C1=CC=CC=C1)=O)(C1=CC=CC=C1)C1=CC=CC=C1 (Methylene bis(16-triphenylmethoxyhexadecanoate)). As a reaction SMILES: [CH3:1][N:2]([CH3:29])[C:3]1([C:22]2[CH:27]=[CH:26][CH:25]=[C:24]([F:28])[CH:23]=2)[CH2:8][CH2:7][C:6]([CH2:10][CH2:11][CH2:12][C:13]#[C:14][Si:15]([CH2:20][CH3:21])([CH2:18][CH3:19])[CH2:16][CH3:17])([OH:9])[CH2:5][CH2:4]1.I[C:31]1[CH:37]=[CH:36][CH:35]=[CH:34][C:32]=1[NH2:33].C(=O)([O-])[O-].[Na+].[Na+]>C(C1C=CC=C(C(C)C)C=1N1C=CN(C2C(C(C)C)=CC=CC=2C(C)C)C1=[Pd-2](Cl)C1C(Cl)=CC=CN=1)(C)C.O=O>[CH3:29][N:2]([CH3:1])[C:3]1([C:22]2[CH:27]=[CH:26][CH:25]=[C:24]([F:28])[CH:23]=2)[CH2:4][CH2:5][C:6]([CH2:10][CH2:11][CH2:12][C:13]2[C:34]3[C:32](=[CH:31][CH:37]=[CH:36][CH:35]=3)[NH:33][C:14]=2[Si:15]([CH2:20][CH3:21])([CH2:16][CH3:17])[CH2:18][CH3:19])([OH:9])[CH2:7][CH2:8]1 |f:2.3.4|. Reagents/catalysts: C(C)(C)C1=C(C(=CC=C1)C(C)C)N1C(N(C=C1)C1=C(C=CC=C1C(C)C)C(C)C)=[Pd-2](C1=NC=CC=C1Cl)Cl ([1,3-bis-(2,6-diisopropylphenyl)imidazol-2-ylidene]-(3-chloropyridyl)palladium(II)-chloride). The reactants are CN(C1(CCC(CC1)(O)CCCC#C[Si](CC)(CC)CC)C1=CC(=CC=C1)F)C (4-dimethylamino-4-(3-fluorophenyl)-1-(5-(triethylsilyl)pent-4-inyl)cyclohexanol), IC1=C(N)C=CC=C1 (2-iodoaniline), C([O-])([O-])=O.[Na+].[Na+] (sodium carbonate). Yields the product CN(C1(CCC(CC1)(O)CCCC1=C(NC2=CC=CC=C12)[Si](CC)(CC)CC)C1=CC(=CC=C1)F)C (4-dimethylamino-4-(3-fluorophenyl)-1-[3-(2-(triethylsilyl)-1H-indol-3-yl)propyl]cyclohexanol). Procedure: A mixture of 4-dimethylamino-4-(3-fluorophenyl)-1-(5-(triethylsilyl)pent-4-inyl)cyclohexanol (970 mg, 2.32 mmol), 2-iodoaniline (609 mg, 2.78 mmol), [1,3-bis-(2,6-diisopropylphenyl)imidazol-2-ylidene]-(3-chloropyridyl)palladium(II)-chloride (PEPPSI, 156 mg, 0.23 mmol) and sodium carbonate (1.23 g, 11.6 mmol) was degasified, mixed with oxygen-free N,N-dimethylformamide (10 mL) in argon and stirred for 7 h at 100° C. The reaction mixture was then concentrated to low volume in a vacuum, the residue... Reaction conditions: temperature 100 celsius, time 7 hour. The solvent is O=O (oxygen). The reactants are ClC=1C=CC=2N=CN=C(C2N1)NC1=CC=C(C=C1)OC(F)(F)F (6-chloro-N-(4-(trifluoromethoxy)phenyl)pyrido[3,2-d]pyrimidin-4-amine), ClC=1C=CC=2N=CN=C(C2N1)NC1=CC=C(C=C1)OC(F)(F)F (6-chloro-N-(4-(trifluoromethoxy)phenyl)pyrido[3,2-d]pyrimidin-4-amine), ClC1=NC=C(C=C1NS(=O)(=O)C1=C(C=C(C=C1)F)F)B1OC(C(O1)(C)C)(C)C (N-(2-chloro-5-(4,4,5,5-tetramethyl-1,3,2-dioxaborolan-2-yl)pyridin-3-yl)-2,4-difluorobenzenesulfonamide), ClC1=NC=C(C=C1NS(=O)(=O)C1=C(C=C(C=C1)F)F)B1OC(C(O1)(C)C)(C)C (N-(2-chloro-5-(4,4,5,5-tetramethyl-1,3,2-dioxaborolan-2-yl)pyridin-3-yl)-2,4-difluorobenzenesulfonamide), PdCl2(dppf)-CH2Cl2Adduct, C([O-])(O)=O.[Na+] (sodium bicarbonate). The yield is 54.7%. The solvent is O1CCOCC1 (dioxane). RXN SMILES: Cl[C:2]1[CH:3]=[CH:4][C:5]2[N:6]=[CH:7][N:8]=[C:9]([NH:12][C:13]3[CH:18]=[CH:17][C:16]([O:19][C:20]([F:23])([F:22])[F:21])=[CH:15][CH:14]=3)[C:10]=2[N:11]=1.[Cl:24][C:25]1[C:30]([NH:31][S:32]([C:35]2[CH:40]=[CH:39][C:38]([F:41])=[CH:37][C:36]=2[F:42])(=[O:34])=[O:33])=[CH:29][C:28](B2OC(C)(C)C(C)(C)O2)=[CH:27][N:26]=1.C(=O)(O)[O-].[Na+]>O1CCOCC1>[Cl:24][C:25]1[C:30]([NH:31][S:32]([C:35]2[CH:40]=[CH:39][C:38]([F:41])=[CH:37][C:36]=2[F:42])(=[O:34])=[O:33])=[CH:29][C:28]([C:2]2[CH:3]=[CH:4][C:5]3[N:6]=[CH:7][N:8]=[C:9]([NH:12][C:13]4[CH:18]=[CH:17][C:16]([O:19][C:20]([F:23])([F:21])[F:22])=[CH:15][CH:14]=4)[C:10]=3[N:11]=2)=[CH:27][N:26]=1 |f:2.3|. Product: ClC1=NC=C(C=C1NS(=O)(=O)C1=C(C=C(C=C1)F)F)C=1C=CC=2N=CN=C(C2N1)NC1=CC=C(C=C1)OC(F)(F)F (N-(2-chloro-5-(4-(4-(trifluoromethoxy)phenylamino)pyrido[3,2-d]pyrimidin-6-yl)pyridin-3-yl)-2,4-difluorobenzenesulfonamide). Procedure: A mixture of 6-chloro-N-(4-(trifluoromethoxy)phenyl)pyrido[3,2-d]pyrimidin-4-amine (Intermediate 23) (0.050 g, 0.147 mmol), N-(2-chloro-5-(4,4,5,5-tetramethyl-1,3,2-dioxaborolan-2-yl)pyridine-3-yl)-2,4-difluorobenzenesulfonamide (Intermediate 3) (0.070 g, 0.161 mmol), PdCl2(dppf)-CH2Cl2Adduct (5.99 mg, 7.34 μmol) and 1 N aq. sodium bicarbonate (0.294 ml, 0.294 mmol) in dioxane (1.40 ml) subjected to microwave irradiation for 1 hour at 110° C. After cooling to room temperature, the reaction mixtu... Starting materials: BrC=1C=CC2=C(SCC2=O)C1 (6-bromo-benzo[b]thiophen-3-one), [BH4-].[Na+] (sodium borohydride). Run in C(C)O (ethanol). Product: BrC=1C=CC2=C(SCC2O)C1 ((rac)-6-bromo-2,3-dihydro-benzo[b]thiophen-3-ol). RXN SMILES: [Br:1][C:2]1[CH:3]=[CH:4][C:5]2[C:9](=[O:10])[CH2:8][S:7][C:6]=2[CH:11]=1.[BH4-].[Na+]>C(O)C>[Br:1][C:2]1[CH:3]=[CH:4][C:5]2[CH:9]([OH:10])[CH2:8][S:7][C:6]=2[CH:11]=1 |f:1.2|. Procedure: In analogy to the procedures described for the preparation of intermediate A-8 [A], intermediates A-2 [B] and A-2 [C], 6-bromo-benzo[b]thiophen-3-one was reacted with sodium borohydride in ethanol to give (rac)-6-bromo-2,3-dihydro-benzo[b]thiophen-3-ol, which was subsequently reacted with diphenylphosphoryl azide, DBU in toluene to give (rac)-3-azido-6-bromo-2,3-dihydro-benzo[b]thiophene, which was then reduced with triphenylphosphine in THF/water to yield the title compound as light yellow oil.... Starting materials: Cc1ccc2c(c1C)NCC2, CC(C)O, Clc1ncnc2cnccc12, N#N, c1ccncc1. Product: Cc1ccc2c(c1C)N(c1ncnc3cnccc13)CC2. Reaction SMILES: [CH3:12][c:13]1[cH:14][cH:15][c:16]2[c:20]([c:21]1[CH3:22])[NH:19][CH2:18][CH2:17]2.[CH:31]([OH:32])([CH3:33])[CH3:34].[Cl:1][c:2]1[c:3]2[c:4]([n:5][cH:6][n:7]1)[cH:8][n:9][cH:10][cH:11]2.[N:29]#[N:30].[cH:23]1[cH:24][cH:25][n:26][cH:27][cH:28]1>>[c:2]1([N:19]2[CH2:18][CH2:17][c:16]3[cH:15][cH:14][c:13]([CH3:12])[c:21]([CH3:22])[c:20]32)[c:3]2[c:4]([n:5][cH:6][n:7]1)[cH:8][n:9][cH:10][cH:11]2. The reactants are CC1=C(C=2C(=NC=CC2)N1)C (2,3-dimethylpyrrolo[2,3-b]pyridine), BrC1=C(CCBr)C=CC=C1 (o-bromophenethyl bromide), C(Cl)Cl (CH2Cl2). Solvent: CC#N (CH3CN). Yields the product CC1=C(C=2C(N(C=CC2)CCC2=C(C=CC=C2)Br)=N1)C (2,3-dimethyl-7-(o-bromophenethyl) pyrrolo[2,3-b]pyridine), NH3 petroleum ether. RXN SMILES: [CH3:1][C:2]1[NH:10][C:5]2=[N:6][CH:7]=[CH:8][CH:9]=[C:4]2[C:3]=1[CH3:11].[Br:12][C:13]1[CH:21]=[CH:20][CH:19]=[CH:18][C:14]=1[CH2:15][CH2:16]Br.C(Cl)Cl>CC#N>[CH3:1][C:2]1[N:10]=[C:5]2[N:6]([CH2:16][CH2:15][C:14]3[CH:18]=[CH:19][CH:20]=[CH:21][C:13]=3[Br:12])[CH:7]=[CH:8][CH:9]=[C:4]2[C:3]=1[CH3:11]. Procedure details: A solution of 2,3-dimethylpyrrolo[2,3-b]pyridine (554 mg, 3.8 mmol) and o-bromophenethyl bromide (1000 mg, 3.8 mmol) in 11 ml CH3CN was refluxed for 16 h. The solvent was evaporated and the residue chromatographed (silica, CH2Cl2 /MeOH; 9/1) to give 546 mg enriched product. Pure 2,3-dimethyl-7-(o-bromophenethyl) pyrrolo[2,3-b]pyridine was obtained by a second chromatography (silica, CH2Cl2 saturated with NH3/petroleum ether; 7/3). A deaerated solution of 2,3-dimethyl-7- (o-bromophenethyl) pyrrol... Starting materials: CC(COC[C@@H]1[C@@H]2[C@@H]([C@H]([C@H](O1)O[C@@H]3[C@H](O[C@@H]([C@@H]([C@H]3O)O)O[C@@H]4[C@H](O[C@@H]([C@@H]([C@H]4O)O)O[C@@H]5[C@H](O[C@@H]([C@@H]([C@H]5O)O)O[C@@H]6[C@H](O[C@@H]([C@@H]([C@H]6O)O)O[C@@H]7[C@H](O[C@@H]([C@@H]([C@H]7O)O)O[C@@H]8[C@H](O[C@H](O2)[C@@H]([C@H]8O)O)COCC(C)O)COCC(C)O)COCC(C)O)COCC(C)O)COCC(C)O)COCC(C)O)O)O)O (hydroxypropyl-β-cyclodextrin), C=CC(C)=C (isoprene). Conditions: time 3 minute. Yields the product C=CC(C)=C.CC(COC[C@@H]1[C@@H]2[C@@H]([C@H]([C@H](O1)O[C@@H]3[C@H](O[C@@H]([C@@H]([C@H]3O)O)O[C@@H]4[C@H](O[C@@H]([C@@H]([C@H]4O)O)O[C@@H]5[C@H](O[C@@H]([C@@H]([C@H]5O)O)O[C@@H]6[C@H](O[C@@H]([C@@H]([C@H]6O)O)O[C@@H]7[C@H](O[C@@H]([C@@H]([C@H]7O)O)O[C@@H]8[C@H](O[C@H](O2)[C@@H]([C@H]8O)O)COCC(C)O)COCC(C)O)COCC(C)O)COCC(C)O)COCC(C)O)COCC(C)O)O)O)O (Isoprene hydroxypropyl-β-cyclodextrin). RXN SMILES: [CH3:1][CH:2]([OH:105])[CH2:3][O:4][CH2:5][C@H:6]1[O:11][C@@H:10]2[O:12][C@H:13]3[C@H:18]([OH:19])[C@@H:17]([OH:20])[C@@H:16]([O:21][C@H:22]4[C@H:27]([OH:28])[C@@H:26]([OH:29])[C@@H:25]([O:30][C@H:31]5[C@H:36]([OH:37])[C@@H:35]([OH:38])[C@@H:34]([O:39][C@H:40]6[C@H:45]([OH:46])[C@@H:44]([OH:47])[C@@H:43]([O:48][C@H:49]7[C@H:54]([OH:55])[C@@H:53]([OH:56])[C@@H:52]([O:57][C@H:58]8[C@H:64]([OH:65])[C@@H:63]([OH:66])[C@@H:61]([O:62][C@H:7]1[C@H:8]([OH:104])[C@H:9]2[OH:103])[O:60][C@@H:59]8[CH2:67][O:68][CH2:69][CH:70]([OH:72])[CH3:71])[O:51][C@@H:50]7[CH2:73][O:74][CH2:75][CH:76]([OH:78])[CH3:77])[O:42][C@@H:41]6[CH2:79][O:80][CH2:81][CH:82]([OH:84])[CH3:83])[O:33][C@@H:32]5[CH2:85][O:86][CH2:87][CH:88]([OH:90])[CH3:89])[O:24][C@@H:23]4[CH2:91][O:92][CH2:93][CH:94]([OH:96])[CH3:95])[O:15][C@@H:14]3[CH2:97][O:98][CH2:99][CH:100]([OH:102])[CH3:101].[CH2:106]=[CH:107][C:108](=[CH2:110])[CH3:109]>>[CH2:106]=[CH:107][C:108](=[CH2:109])[CH3:110].[CH3:71][CH:70]([OH:72])[CH2:69][O:68][CH2:67][C@H:59]1[O:60][C@@H:61]2[O:62][C@H:7]3[C@H:8]([OH:104])[C@@H:9]([OH:103])[C@@H:10]([O:12][C@H:13]4[C@H:18]([OH:19])[C@@H:17]([OH:20])[C@@H:16]([O:21][C@H:22]5[C@H:27]([OH:28])[C@@H:26]([OH:29])[C@@H:25]([O:30][C@H:31]6[C@H:36]([OH:37])[C@@H:35]([OH:38])[C@@H:34]([O:39][C@H:40]7[C@H:45]([OH:46])[C@@H:44]([OH:47])[C@@H:43]([O:48][C@H:49]8[C@H:54]([OH:55])[C@@H:53]([OH:56])[C@@H:52]([O:57][C@H:58]1[C@H:64]([OH:65])[C@H:63]2[OH:66])[O:51][C@@H:50]8[CH2:73][O:74][CH2:75][CH:76]([OH:78])[CH3:77])[O:42][C@@H:41]7[CH2:79][O:80][CH2:81][CH:82]([OH:84])[CH3:83])[O:33][C@@H:32]6[CH2:85][O:86][CH2:87][CH:88]([OH:90])[CH3:89])[O:24][C@@H:23]5[CH2:91][O:92][CH2:93][CH:94]([OH:96])[CH3:95])[O:15][C@@H:14]4[CH2:97][O:98][CH2:99][CH:100]([OH:102])[CH3:101])[O:11][C@@H:6]3[CH2:5][O:4][CH2:3][CH:2]([OH:105])[CH3:1] |f:2.3|. Procedure details: 15 ml of 20% hydroxypropyl-β-cyclodextrin solution were mixed with 2 ml of isoprene at 10° C., ultrasounded for 3 minutes in the ultrasonic bath and then incubated for 26 hours. The resulting complex remained partly in solution and precipitated partly as a white deposit.